Dataset: the Open Reaction Database (ORD), a public repository of structured organic reaction records. Task: describe an organic reaction: reactants, conditions, products, and yield Starting materials: O=C([O-])C(O)C(O)C(=O)[O-], CC(C)C[NH2+]CC(C)C, CCOC(C)=O, [H-], [K+], [Na+], C1CCOC1, COC(=O)c1ccc(CCc2ccccn2)cc1. The product is OCc1ccc(CCc2ccccn2)cc1. Reaction SMILES: [C:34]([CH:35]([CH:36]([C:37]([O-:38])=[O:39])[OH:40])[OH:41])([O-:42])=[O:43].[CH2:25]([NH2+:26][CH2:27][CH:28]([CH3:29])[CH3:30])[CH:31]([CH3:32])[CH3:33].[CH3:46][CH2:47][O:48][C:49](=[O:50])[CH3:51].[H-:24].[K+:45].[Na+:44].[O:1]1[CH2:2][CH2:3][CH2:4][CH2:5]1.[n:6]1[c:7]([CH2:12][CH2:13][c:14]2[cH:15][cH:16][c:17]([C:18](=[O:19])[O:20][CH3:21])[cH:22][cH:23]2)[cH:8][cH:9][cH:10][cH:11]1>>[n:6]1[c:7]([CH2:12][CH2:13][c:14]2[cH:15][cH:16][c:17]([CH2:18][OH:19])[cH:22][cH:23]2)[cH:8][cH:9][cH:10][cH:11]1. Run in CO (methanol). Procedure: [4-(2-Fluoroethyl)-3-(trifluoromethyl)phenyl]carbamic acid benzyl ester (194 mg, 0.8 mmol) was dissolved in methanol (4 mL), and palladium carbon (10%, 45 mg) was added thereto. The resulting mixture was stirred under hydrogen atmosphere at room temperature for 3 hours. The catalyst was removed by filtration to give 4-(2-fluoroethyl)-3-(trifluoromethyl)aniline (49 mg, 29%) as a light-yellow oil. Reagents/catalysts: [C].[Pd] (palladium carbon). Run at time 3 hour. Yield: 29.6%. Starting materials: C(C1=CC=CC=C1)OC(NC1=CC(=C(C=C1)CCF)C(F)(F)F)=O ([4-(2-Fluoroethyl)-3-(trifluoromethyl)phenyl]carbamic acid benzyl ester). Reaction SMILES: C(OC(=O)[NH:10][C:11]1[CH:16]=[CH:15][C:14]([CH2:17][CH2:18][F:19])=[C:13]([C:20]([F:23])([F:22])[F:21])[CH:12]=1)C1C=CC=CC=1>CO.[C].[Pd]>[F:19][CH2:18][CH2:17][C:14]1[CH:15]=[CH:16][C:11]([NH2:10])=[CH:12][C:13]=1[C:20]([F:21])([F:22])[F:23] |f:2.3|. The product is FCCC1=C(C=C(N)C=C1)C(F)(F)F (4-(2-fluoroethyl)-3-(trifluoromethyl)aniline). Starting materials: [OH-].[Li+] (Lithium hydroxide), C(C)(C)(C)OC(=O)NCCCN1C(=NC2=C1C=C(C=C2)C(=O)OC)NC2=CC(=C(C(=C2)OC)OC)OC (methyl 1-{3-[(tert-butoxycarbonyl)amino]propyl}-2-[(3,4,5-trimethoxyphenyl)amino]-1H-benzimidazole-6-carboxylate). Solvent: O1CCCC1 (tetrahydrofuran), O (water). Yields the product C(C)(C)(C)OC(=O)NCCCN1C(=NC2=C1C=C(C=C2)C(=O)O)NC2=CC(=C(C(=C2)OC)OC)OC (1-{3-[(tert-butoxycarbonyl)amino]propyl}-2-[(3,4,5-trimethoxyphenyl) amino]-1H-benzimidazole-6-carboxylic acid). As a reaction SMILES: [OH-].[Li+].[C:3]([O:7][C:8]([NH:10][CH2:11][CH2:12][CH2:13][N:14]1[C:18]2[CH:19]=[C:20]([C:23]([O:25]C)=[O:24])[CH:21]=[CH:22][C:17]=2[N:16]=[C:15]1[NH:27][C:28]1[CH:33]=[C:32]([O:34][CH3:35])[C:31]([O:36][CH3:37])=[C:30]([O:38][CH3:39])[CH:29]=1)=[O:9])([CH3:6])([CH3:5])[CH3:4]>O1CCCC1.O>[C:3]([O:7][C:8]([NH:10][CH2:11][CH2:12][CH2:13][N:14]1[C:18]2[CH:19]=[C:20]([C:23]([OH:25])=[O:24])[CH:21]=[CH:22][C:17]=2[N:16]=[C:15]1[NH:27][C:28]1[CH:29]=[C:30]([O:38][CH3:39])[C:31]([O:36][CH3:37])=[C:32]([O:34][CH3:35])[CH:33]=1)=[O:9])([CH3:5])([CH3:4])[CH3:6] |f:0.1|. Reported procedure: Lithium hydroxide (2.18 g, 6 eq) is added to a solution of methyl 1-{3-[(tert-butoxycarbonyl)amino]propyl}-2-[(3,4,5-trimethoxyphenyl)amino]-1H-benzimidazole-6-carboxylate (4.4 g, 1 eq) in a mixture of tetrahydrofuran (40 ml) and water (30 ml). The mixture is heated under reflux for 18 hours then cooled down to ambient temperature and concentrated under reduced pressure at 40° C. Dichloromethane (150 ml) and water (100 ml) are added to the residue. The mixture is acidified by the addition of ace... The reactants are [N+](=O)([O-])C1=CC=C(C=C1)C1=CN=CO1 (5-(4-nitro-phenyl)-oxazole), [Sn] (tin), Cl (hydrochloric acid). Yield: 91.2%. Reported procedure: To a solution of 5-(4-nitro-phenyl)-oxazole (500 mg, 2.6 mmol) in ethanol (10 ml) was added tin (620 mg, 5.2 mmol), followed by dropwise addition of concentrated hydrochloric acid (1 ml) and then the reaction was stirred at room temperature for 2 hr. The reaction mixture was filtered and the filtrate evaporated to dryness. The resultant residue was diluted with water (10 ml), basified with saturated bicarbonate solution, then extracted with ethyl acetate. The organic layer was separated, washed ... Run in C(C)O (ethanol). As a reaction SMILES: [N+:1]([C:4]1[CH:9]=[CH:8][C:7]([C:10]2[O:14][CH:13]=[N:12][CH:11]=2)=[CH:6][CH:5]=1)([O-])=O.[Sn].Cl>C(O)C>[O:14]1[C:10]([C:7]2[CH:6]=[CH:5][C:4]([NH2:1])=[CH:9][CH:8]=2)=[CH:11][N:12]=[CH:13]1 |^3:14|. Conditions: time 2 hour. Yields the product O1C=NC=C1C1=CC=C(C=C1)N (4-oxazol-5-yl-phenylamine). Reactants: CCOC(=O)CBr, CC(C)(C)OC(=O)Nc1ccc(O)c2ccccc12, O=C([O-])[O-], CC(C)=O, [Cs+], [Cs+]. Yields the product CCOC(=O)COc1ccc(NC(=O)OC(C)(C)C)c2ccccc12. Reaction SMILES: [Br:26][CH2:27][C:28](=[O:29])[O:30][CH2:31][CH3:32].[C:1]([CH3:2])([CH3:3])([CH3:4])[O:5][C:6]([NH:7][c:8]1[cH:9][cH:10][c:11]([OH:18])[c:12]2[cH:13][cH:14][cH:15][cH:16][c:17]12)=[O:19].[C:20](=[O:21])([O-:22])[O-:23].[CH3:33][C:34](=[O:35])[CH3:36].[Cs+:24].[Cs+:25]>>[C:1]([CH3:2])([CH3:3])([CH3:4])[O:5][C:6]([NH:7][c:8]1[cH:9][cH:10][c:11]([O:18][CH2:27][C:28](=[O:29])[O:30][CH2:31][CH3:32])[c:12]2[cH:13][cH:14][cH:15][cH:16][c:17]12)=[O:19]. Starting materials: [BH4-], CCN, C1CCOC1, CO, NC(=O)c1cc(-c2cccc(C=O)c2)cc2c(C3CCN(S(=O)(=O)CCCN4CCCC4)CC3)c[nH]c12, ClCCl, [Na+]. Yields the product CCNCc1cccc(-c2cc(C(N)=O)c3[nH]cc(C4CCN(S(=O)(=O)CCCN5CCCC5)CC4)c3c2)c1. As a reaction SMILES: [BH4-:46].[CH2:38]([CH3:39])[NH2:40].[CH2:41]1[O:42][CH2:43][CH2:44][CH2:45]1.[CH3:48][OH:49].[CH:1](=[O:2])[c:3]1[cH:4][c:5](-[c:9]2[cH:10][c:11]3[c:12]([CH:21]4[CH2:22][CH2:23][N:24]([S:27](=[O:28])(=[O:29])[CH2:30][CH2:31][CH2:32][N:33]5[CH2:34][CH2:35][CH2:36][CH2:37]5)[CH2:25][CH2:26]4)[cH:13][nH:14][c:15]3[c:16]([C:18](=[O:19])[NH2:20])[cH:17]2)[cH:6][cH:7][cH:8]1.[Cl:50][CH2:51][Cl:52].[Na+:47]>>[CH2:1]([c:3]1[cH:4][c:5](-[c:9]2[cH:10][c:11]3[c:12]([CH:21]4[CH2:22][CH2:23][N:24]([S:27](=[O:28])(=[O:29])[CH2:30][CH2:31][CH2:32][N:33]5[CH2:34][CH2:35][CH2:36][CH2:37]5)[CH2:25][CH2:26]4)[cH:13][nH:14][c:15]3[c:16]([C:18](=[O:19])[NH2:20])[cH:17]2)[cH:6][cH:7][cH:8]1)[NH:40][CH2:38][CH3:39].